Dataset: the Open Reaction Database (ORD), a public repository of structured organic reaction records. Task: describe an organic reaction: reactants, conditions, products, and yield The reactants are CO, CN1CCC(NC(=O)c2cc(F)c([N+](=O)[O-])cc2F)CC1. Product: CN1CCC(NC(=O)c2cc(F)c(N)cc2F)CC1. Reaction SMILES: [CH3:22][OH:23].[F:1][c:2]1[c:3]([C:4](=[O:5])[NH:6][CH:7]2[CH2:8][CH2:9][N:10]([CH3:13])[CH2:11][CH2:12]2)[cH:14][c:15]([F:21])[c:16]([N+:18]([O-:19])=[O:20])[cH:17]1>>[F:1][c:2]1[c:3]([C:4](=[O:5])[NH:6][CH:7]2[CH2:8][CH2:9][N:10]([CH3:13])[CH2:11][CH2:12]2)[cH:14][c:15]([F:21])[c:16]([NH2:18])[cH:17]1. Starting materials: BrCc1cccnc1, O=C(c1c[nH]c2cc(Cl)ccc12)N1CCC2(CC1)CNc1ccccc12. The product is O=C(c1cn(Cc2cccnc2)c2cc(Cl)ccc12)N1CCC2(CC1)CNc1ccccc12. Reaction SMILES: [Br:27][CH2:28][c:29]1[cH:30][n:31][cH:32][cH:33][cH:34]1.[Cl:1][c:2]1[cH:3][cH:4][c:5]2[c:6]([C:11](=[O:12])[N:13]3[CH2:14][CH2:15][C:16]4([CH2:17][NH:18][c:19]5[cH:20][cH:21][cH:22][cH:23][c:24]54)[CH2:25][CH2:26]3)[cH:7][nH:8][c:9]2[cH:10]1>>[Cl:1][c:2]1[cH:3][cH:4][c:5]2[c:6]([C:11](=[O:12])[N:13]3[CH2:14][CH2:15][C:16]4([CH2:17][NH:18][c:19]5[cH:20][cH:21][cH:22][cH:23][c:24]54)[CH2:25][CH2:26]3)[cH:7][n:8]([CH2:28][c:29]3[cH:30][n:31][cH:32][cH:33][cH:34]3)[c:9]2[cH:10]1. Reactants: Cn1cc(C(=O)O)nn1, COc1cccc(C(Oc2ccc3c(cnn3-c3ccc(F)cc3)c2)C(C)N)c1. The product is COc1cccc(C(Oc2ccc3c(cnn3-c3ccc(F)cc3)c2)C(C)NC(=O)c2cn(C)nn2)c1. Reaction SMILES: [CH3:30][n:31]1[n:32][n:33][c:34]([C:36](=[O:37])[OH:38])[cH:35]1.[F:1][c:2]1[cH:3][cH:4][c:5](-[n:8]2[n:9][cH:10][c:11]3[cH:12][c:13]([O:17][CH:18]([CH:19]([CH3:20])[NH2:21])[c:22]4[cH:23][c:24]([O:28][CH3:29])[cH:25][cH:26][cH:27]4)[cH:14][cH:15][c:16]23)[cH:6][cH:7]1>>[F:1][c:2]1[cH:3][cH:4][c:5](-[n:8]2[n:9][cH:10][c:11]3[cH:12][c:13]([O:17][CH:18]([CH:19]([CH3:20])[NH:21][C:36]([c:34]4[n:33][n:32][n:31]([CH3:30])[cH:35]4)=[O:37])[c:22]4[cH:23][c:24]([O:28][CH3:29])[cH:25][cH:26][cH:27]4)[cH:14][cH:15][c:16]23)[cH:6][cH:7]1. Reactants: [K].COC=1C=C(C=C(C1)OC)S (3,5-dimethoxythiophenol potassium salt), FC1=CC=C(C=C1)[N+](=O)[O-] (1-fluoro-4-nitrobenzene). Run in CN1C(CCC1)=O (1-methyl-2-pyrrolidone). Conditions: temperature 160 celsius, time 3 hour. Product: COC1=CC(=CC(=C1)SC1=CC=C(C=C1)[N+](=O)[O-])OC (1,3-dimethoxy-5-(4-nitrophenylsulphanyl)-benzene). Isolated yield 60.8%. Reaction SMILES: [K].[CH3:2][O:3][C:4]1[CH:5]=[C:6]([SH:12])[CH:7]=[C:8]([O:10][CH3:11])[CH:9]=1.F[C:14]1[CH:19]=[CH:18][C:17]([N+:20]([O-:22])=[O:21])=[CH:16][CH:15]=1>CN1CCCC1=O>[CH3:2][O:3][C:4]1[CH:5]=[C:6]([S:12][C:14]2[CH:19]=[CH:18][C:17]([N+:20]([O-:22])=[O:21])=[CH:16][CH:15]=2)[CH:7]=[C:8]([O:10][CH3:11])[CH:9]=1 |f:0.1,^1:0|. Procedure: 0.30 g (0.00144 mol) of 3,5-dimethoxythiophenol potassium salt was dissolved in 5 ml of 1-methyl-2-pyrrolidone, treated with 0.21 g (0.00144 mol) of 1-fluoro-4-nitrobenzene and a spatula tip of Cu powder and stirred at 160° C. for about 3 hrs. Thereafter, the solvent was removed by distillation, the residue was partitioned in water/ethyl acetate and the organic phase was washed with sat. sodium chloride solution and dried over MgSO4. After filtration and removal of the solvent the residue was ch...